The task is: describe an organic reaction: reactants, conditions, products, and yield. This data is from the Open Reaction Database (ORD), a public repository of structured organic reaction records. Reactants: C(C1=CN=CC=C1)=O (Nicotinaldehyde), [Cl-].C(C1=CC=CC=C1)(C1=CC=CC=C1)OC(=O)C1=C(CS[C@H]2N1C(C2NC(C(=NOCC)C2=NSC(=N2)N)=O)=O)C[P+](C2=CC=CC=C2)(C2=CC=CC=C2)C2=CC=CC=C2 ({4-benzhydryloxycarbonyl-7-[2-(5-amino-1,2,4-thiadiazol-3-yl)-2-ethoxyiminoacetamido]-3-cephem-3-ylmethyl}triphenylphosphonium chloride), C([O-])([O-])=O.[K+].[K+] (potassium carbonate), C([O-])([O-])=O.[Na+].[Na+] (sodium carbonate). Run in O1CCCC1 (tetrahydrofuran), O (water), O (water), C(C)(=O)OCC (Ethyl acetate). Run at time 2 hour. Yields the product NC1=NC(=NS1)C(C(=O)NC1[C@@H]2N(C(=C(CS2)C=CC=2C=NC=CC2)C(=O)OC(C2=CC=CC=C2)C2=CC=CC=C2)C1=O)=NOCC (benzhydryl 7-[2-(5-amino-1,2,4-thiadiazol-3-yl)-2-ethoxyiminoacetamido]-3-[2-(3-pyridyl)vinyl]-3-cephem-4-carboxylate). Yield: 48.1%. RXN SMILES: [CH:1](=O)[C:2]1[CH:7]=[CH:6][CH:5]=[N:4][CH:3]=1.[Cl-].[CH:10]([O:23][C:24]([C:26]1[N:31]2[C:32](=[O:48])[CH:33]([NH:34][C:35](=[O:47])[C:36]([C:41]3[N:45]=[C:44]([NH2:46])[S:43][N:42]=3)=[N:37][O:38][CH2:39][CH3:40])[C@H:30]2[S:29][CH2:28][C:27]=1[CH2:49][P+](C1C=CC=CC=1)(C1C=CC=CC=1)C1C=CC=CC=1)=[O:25])([C:17]1[CH:22]=[CH:21][CH:20]=[CH:19][CH:18]=1)[C:11]1[CH:16]=[CH:15][CH:14]=[CH:13][CH:12]=1.C(=O)([O-])[O-].[Na+].[Na+].C(=O)([O-])[O-].[K+].[K+]>O1CCCC1.O.C(OCC)(=O)C>[NH2:46][C:44]1[S:43][N:42]=[C:41]([C:36](=[N:37][O:38][CH2:39][CH3:40])[C:35]([NH:34][CH:33]2[C:32](=[O:48])[N:31]3[C:26]([C:24]([O:23][CH:10]([C:11]4[CH:12]=[CH:13][CH:14]=[CH:15][CH:16]=4)[C:17]4[CH:22]=[CH:21][CH:20]=[CH:19][CH:18]=4)=[O:25])=[C:27]([CH:49]=[CH:1][C:2]4[CH:3]=[N:4][CH:5]=[CH:6][CH:7]=4)[CH2:28][S:29][C@H:30]23)=[O:47])[N:45]=1 |f:1.2,3.4.5,6.7.8|. Reported procedure: Nicotinaldehyde (1.1 g) was added to a solution of {4-benzhydryloxycarbonyl-7-[2-(5-amino-1,2,4-thiadiazol-3-yl)-2-ethoxyiminoacetamido]-3-cephem-3-ylmethyl}triphenylphosphonium chloride (syn isomer) (3.0 g) in tetrahydrofuran (30 ml) and water (15 ml) and the solution was adjusted to pH 9.0 with 20% aqueous sodium carbonate. The solution was stirred at ambient temperature for 2 hours under keeping the pH 8.8 to 9.2 with 20% aqueous potassium carbonate. Ethyl acetate and water were added to the ... Starting materials: FC1=C(CNC2=C(C=NC=C2)[N+](=O)[O-])C=CC=C1 (4-[(2-fluorobenzyl)amino]-3-nitropyridine), Cl (hydrochloric acid), Stannous chloride dihydrate. Run at time 45 minute. Product: NC=1C(=NC=CC1NCC1=C(C=CC=C1)F)Cl (3-amino-2-chloro-4-[(2-fluorobenzyl)amino]pyridine). Isolated yield 71.0%. Reaction SMILES: [F:1][C:2]1[CH:18]=[CH:17][CH:16]=[CH:15][C:3]=1[CH2:4][NH:5][C:6]1[CH:11]=[CH:10][N:9]=[CH:8][C:7]=1[N+:12]([O-])=O.[ClH:19]>>[NH2:12][C:7]1[C:8]([Cl:19])=[N:9][CH:10]=[CH:11][C:6]=1[NH:5][CH2:4][C:3]1[CH:15]=[CH:16][CH:17]=[CH:18][C:2]=1[F:1]. Reported procedure: A mechanically stirred solution of 4-[(2-fluorobenzyl)amino]-3-nitropyridine (37.62 g, 152.17 mmol) in concentrated hydrochloric acid (400 mL) was heated to 90° under a nitrogen atmosphere. Stannous chloride dihydrate (174.88 g, 775.07 mmol) was added in small portions over a 20 min period. When the reaction became vigorous, the oil bath was removed until the reaction subsided. After 45 min at an increased temperature to 120° for 45 min, the reaction mixture was cooled, diluted with water (350 m... The reactants are CS(=O)(=O)O, CCO, O=C(Nc1cc(-c2ccccc2)ccc1C(=O)O)c1ccc(OCCN2CCOCC2)cc1O. Product: CS(=O)(=O)O, O=C(Nc1cc(-c2ccccc2)ccc1C(=O)O)c1ccc(OCCN2CCOCC2)cc1O. RXN SMILES: [CH3:1][S:2]([OH:3])(=[O:4])=[O:5].[CH3:40][CH2:41][OH:42].[OH:6][c:7]1[c:8]([C:9](=[O:10])[NH:11][c:12]2[c:13]([C:14](=[O:15])[OH:16])[cH:17][cH:18][c:19](-[c:21]3[cH:22][cH:23][cH:24][cH:25][cH:26]3)[cH:20]2)[cH:27][cH:28][c:29]([O:31][CH2:32][CH2:33][N:34]2[CH2:35][CH2:36][O:37][CH2:38][CH2:39]2)[cH:30]1>>[CH3:1][S:2](=[O:3])(=[O:4])[OH:5].[OH:6][c:7]1[c:8]([C:9](=[O:10])[NH:11][c:12]2[c:13]([C:14](=[O:15])[OH:16])[cH:17][cH:18][c:19](-[c:21]3[cH:22][cH:23][cH:24][cH:25][cH:26]3)[cH:20]2)[cH:27][cH:28][c:29]([O:31][CH2:32][CH2:33][N:34]2[CH2:35][CH2:36][O:37][CH2:38][CH2:39]2)[cH:30]1. Starting materials: CCOC(=O)Cc1cc(Oc2ccc(Br)cc2CBr)cc(C(F)(F)F)c1, CC1NC(=O)OC1c1ccccc1. Yields the product CCOC(=O)Cc1cc(Oc2ccc(Br)cc2CN2C(=O)OC(c3ccccc3)C2C)cc(C(F)(F)F)c1. Reaction SMILES: [CH2:1]([CH3:2])[O:3][C:4]([CH2:5][c:6]1[cH:7][c:8]([O:16][c:17]2[c:18]([CH2:24][Br:25])[cH:19][c:20]([Br:23])[cH:21][cH:22]2)[cH:9][c:10]([C:12]([F:13])([F:14])[F:15])[cH:11]1)=[O:26].[CH3:27][CH:28]1[NH:29][C:30](=[O:39])[O:31][CH:32]1[c:33]1[cH:34][cH:35][cH:36][cH:37][cH:38]1>>[CH2:1]([CH3:2])[O:3][C:4]([CH2:5][c:6]1[cH:7][c:8]([O:16][c:17]2[c:18]([CH2:24][N:29]3[CH:28]([CH3:27])[CH:32]([c:33]4[cH:34][cH:35][cH:36][cH:37][cH:38]4)[O:31][C:30]3=[O:39])[cH:19][c:20]([Br:23])[cH:21][cH:22]2)[cH:9][c:10]([C:12]([F:13])([F:14])[F:15])[cH:11]1)=[O:26]. Starting materials: C(#N)C1=CC=C(C=O)C=C1 (4-cyanobenzaldehyde), N(=[N+]=[N-])CC(=O)OCC (ethyl azidoacetate), C[O-].[Na+] (sodium methoxide), ice water, [OH-].[Na+] (sodium hydroxide). Run in CO (methanol), CO (methanol). Reaction conditions: time 3 hour. Yields the product C(#N)C1=CC=C2C=C(NC2=C1)C(=O)O (6-Cyanoindole-2-carboxylic Acid). The yield is 11.6%. As a reaction SMILES: [C:1]([C:3]1[CH:10]=[CH:9][C:6]([CH:7]=O)=[CH:5][CH:4]=1)#[N:2].[N:11]([CH2:14][C:15]([O:17]CC)=[O:16])=[N+]=[N-].C[O-].[Na+].[OH-].[Na+]>CO>[C:1]([C:3]1[CH:10]=[C:9]2[C:6]([CH:7]=[C:14]([C:15]([OH:17])=[O:16])[NH:11]2)=[CH:5][CH:4]=1)#[N:2] |f:2.3,4.5|. Procedure details: A solution of 4-cyanobenzaldehyde (1.27 g, 9.69 mmol) and ethyl azidoacetate (5 g, 38.76 mmol) in methanol (6 ml) was added dropwise over 0.16 h to a stirred solution of sodium methoxide (2.143 g, 39.7 mmol) in methanol (24 ml) at −8° C. The reaction was stirred with ice cooling for a further 3 h before being poured into ice/water (500 ml). The precipitate was filtered, washed with water and dried in vacuo. A sample of the residue (0.55 g) was dissolved in xylene (15 ml) and added dropwise to re...